Dataset: the Open Reaction Database (ORD), a public repository of structured organic reaction records. Task: describe an organic reaction: reactants, conditions, products, and yield The reactants are Cl.OC(COC=1N=NC(=CC1)NN=C(C)C)CO (3-(2,3-dihydroxypropoxy)-6-isopropylidenehydrazinopyridazine hydrochloride), Br (hydrogen bromide). Solvent: C(C)(=O)O (acetic acid), C(C)(=O)O (acetic acid), C(C)(C)OC(C)C (diisopropyl ether). Run at time 2 hour. Product: O1C(COC=2N=NC(=CC2)NN=C(C)C)C1 ((RS)-3-(2,3-Epoxypropoxy)-6-isopropylidenehydrazinopyridazine). Isolated yield 71.8%. As a reaction SMILES: Cl.O[CH:3]([CH2:17][OH:18])[CH2:4][O:5][C:6]1[N:7]=[N:8][C:9]([NH:12][N:13]=[C:14]([CH3:16])[CH3:15])=[CH:10][CH:11]=1.Br>C(O)(=O)C.C(OC(C)C)(C)C>[O:18]1[CH2:17][CH:3]1[CH2:4][O:5][C:6]1[N:7]=[N:8][C:9]([NH:12][N:13]=[C:14]([CH3:15])[CH3:16])=[CH:10][CH:11]=1 |f:0.1|. Procedure: A mixture of 3-(2,3-dihydroxypropoxy)-6-isopropylidenehydrazinopyridazine hydrochloride (34.7 g), acetic acid (50 ml) and 33% hydrogen bromide in acetic acid (143 ml) was stirred at room temperature for 2 hours, and diluted with diisopropyl ether (1.5 liter). After 30 minutes the precipitate was collected, protecting it from moisture with dry nitrogen, and dried under vacuum at room temperature. The solid was dissolved with methanol (600 ml) and heated at reflux for 2 hours. After stirring at ro... Reactants: CCN(C(C)C)C(C)C, Cc1cc(C#Cc2ccc(-c3ccc(Cl)cc3)cn2)ccc1OCCOS(C)(=O)=O, CC(C)C1CCNCC1, Cl, CN(C)C=O. Yields the product Cc1cc(C#Cc2ccc(-c3ccc(Cl)cc3)cn2)ccc1OCCN1CCC(C(C)C)CC1. RXN SMILES: [CH2:41]([N:42]([CH:43]([CH3:44])[CH3:45])[CH:46]([CH3:47])[CH3:48])[CH3:49].[CH3:11][S:12]([O:13][CH2:16][CH2:17][O:18][c:19]1[c:20]([CH3:40])[cH:21][c:22]([C:25]#[C:26][c:27]2[n:28][cH:29][c:30](-[c:33]3[cH:34][cH:35][c:36]([Cl:39])[cH:37][cH:38]3)[cH:31][cH:32]2)[cH:23][cH:24]1)(=[O:14])=[O:15].[CH:1]([CH3:2])([CH3:3])[CH:4]1[CH2:5][CH2:6][NH:7][CH2:8][CH2:9]1.[ClH:10].[O:50]=[CH:51][N:52]([CH3:53])[CH3:54]>>[CH:1]([CH3:2])([CH3:3])[CH:4]1[CH2:5][CH2:6][N:7]([CH2:16][CH2:17][O:18][c:19]2[c:20]([CH3:40])[cH:21][c:22]([C:25]#[C:26][c:27]3[n:28][cH:29][c:30](-[c:33]4[cH:34][cH:35][c:36]([Cl:39])[cH:37][cH:38]4)[cH:31][cH:32]3)[cH:23][cH:24]2)[CH2:8][CH2:9]1. Starting materials: Cl, CN(C)C=O, COc1ccc(CCN2C(=O)N(NS(=O)(=O)CC(=O)OCC3c4ccccc4-c4ccccc43)CC2c2ccc(C3CC3)cc2)cc1. The product is COc1ccc(CCN2C(=O)N(NS(=O)(=O)CC(=O)O)CC2c2ccc(C3CC3)cc2)cc1. RXN SMILES: [ClH:53].[O:48]=[CH:49][N:50]([CH3:51])[CH3:52].[cH:1]1[c:2]2[c:11]([cH:12][cH:13][cH:14]1)-[c:6]1[c:5]([cH:10][cH:9][cH:8][cH:7]1)[CH:3]2[CH2:4][O:15][C:16](=[O:17])[CH2:18][S:19](=[O:20])(=[O:21])[NH:22][N:23]1[C:24](=[O:47])[N:25]([CH2:37][CH2:38][c:39]2[cH:40][cH:41][c:42]([O:45][CH3:46])[cH:43][cH:44]2)[CH:26]([c:28]2[cH:29][cH:30][c:31]([CH:34]3[CH2:35][CH2:36]3)[cH:32][cH:33]2)[CH2:27]1>>[O:15]=[C:16]([OH:17])[CH2:18][S:19](=[O:20])(=[O:21])[NH:22][N:23]1[C:24](=[O:47])[N:25]([CH2:37][CH2:38][c:39]2[cH:40][cH:41][c:42]([O:45][CH3:46])[cH:43][cH:44]2)[CH:26]([c:28]2[cH:29][cH:30][c:31]([CH:34]3[CH2:35][CH2:36]3)[cH:32][cH:33]2)[CH2:27]1. The reactants are FC(C(=O)N)(F)F.N1CCC2(CC1)CC(C1=CC=CC=C12)=O (Spiro[1H-indene-1,4'-piperidin]-3(2H)-one trifluoroacetamide), [OH-].[K+] (potassium hydroxide). Run in CO.O (methanol water). Yields the product O=C1NCCC2(CCNC3=CC=CC=C23)C1 (3',4'-dihydro-2-oxospiro[piperidine-4,4'(1H)-quinoline]). Isolated yield 91.1%. As a reaction SMILES: F[C:2](F)(F)[C:3]([NH2:5])=[O:4].[NH:8]1[CH2:13][CH2:12][C:11]2([C:21]3[C:16](=[CH:17][CH:18]=[CH:19][CH:20]=3)C(=O)C2)[CH2:10][CH2:9]1.[OH-].[K+]>CO.O>[O:4]=[C:3]1[CH2:2][C:11]2([C:21]3[C:16](=[CH:17][CH:18]=[CH:19][CH:20]=3)[NH:8][CH2:9][CH2:10]2)[CH2:12][CH2:13][NH:5]1 |f:0.1,2.3,4.5|. Procedure: A solution of 49 mg (0.157 mmol) of the high RF material from Step B in methanol/water 4:1 with excess potassium hydroxide was stirred over night. The solution was concentrated and water and ethyl acetate were added to the residue. The layers were separated and the aqueous layer was extracted with ethyl acetate. The combined organic layers were dried over sodium sulfate and concentrated to give 31 mg (0.143 mmol) of the title compound. Starting materials: ClCCl, O=C=NS(=O)(=O)OCC(Cl)(Cl)Cl, COc1nc(N)nc2nccnc12. Yields the product COc1nc(NC(=O)NS(=O)(=O)OCC(Cl)(Cl)Cl)nc2nccnc12. Reaction SMILES: [CH2:26]([Cl:27])[Cl:28].[Cl:14][C:15]([CH2:16][O:17][S:18](=[O:19])(=[O:20])[N:21]=[C:22]=[O:23])([Cl:24])[Cl:25].[NH2:1][c:2]1[n:3][c:4]2[n:5][cH:6][cH:7][n:8][c:9]2[c:10]([O:12][CH3:13])[n:11]1>>[NH:1]([c:2]1[n:3][c:4]2[n:5][cH:6][cH:7][n:8][c:9]2[c:10]([O:12][CH3:13])[n:11]1)[C:22]([NH:21][S:18]([O:17][CH2:16][C:15]([Cl:14])([Cl:24])[Cl:25])(=[O:19])=[O:20])=[O:23]. Starting materials: ClC1=CC=C(C(=O)N(C)[C@@H]2CC[C@H](CC2)C2=CC=CC=C2)C=C1 (trans-N-(4-chlorobenzoyl)-N-methyl-4-phenylcyclohexylamine), C=O (paraformaldehyde), C(Cl)Cl (methylene chloride), ice water, Cl (hydrogen chloride). The reagents and catalysts are [Cl-].[Zn+2].[Cl-] (zinc chloride). Reaction conditions: time 8 hour. Yields the product ClC1=CC=C(C(=O)N(C)[C@@H]2CC[C@H](CC2)C2=CC=C(C=C2)CCl)C=C1 (trans-N-(4-Chlorobenzoyl)-N-methyl-4-(4-chloromethylphenyl)-cyclohexylamine). Reaction SMILES: [Cl:1][C:2]1[CH:23]=[CH:22][C:5]([C:6]([N:8]([C@H:10]2[CH2:15][CH2:14][C@H:13]([C:16]3[CH:21]=[CH:20][CH:19]=[CH:18][CH:17]=3)[CH2:12][CH2:11]2)[CH3:9])=[O:7])=[CH:4][CH:3]=1.C=O.Cl.[CH2:27](Cl)[Cl:28]>[Cl-].[Zn+2].[Cl-]>[Cl:1][C:2]1[CH:23]=[CH:22][C:5]([C:6]([N:8]([C@H:10]2[CH2:11][CH2:12][C@H:13]([C:16]3[CH:17]=[CH:18][C:19]([CH2:27][Cl:28])=[CH:20][CH:21]=3)[CH2:14][CH2:15]2)[CH3:9])=[O:7])=[CH:4][CH:3]=1 |f:4.5.6|. Reported procedure: 33.8 g of trans-N-(4-chlorobenzoyl)-N-methyl-4-phenylcyclohexylamine, 24.3 g of paraformaldehyde and 24.3 g of zinc chloride are suspended in 1300 ml of methylene chloride at ambient temperature and over a period of 2.5 hours hydrogen chloride is introduced, whilst the temperature rises to 29° C. The solution obtained is stirred overnight, poured into 1500 ml of ice water and then stirred until phase separation is obtained. The organic phase is washed with water, dried and concentrated by evapor... Starting materials: O=C1CCC(=O)N1Cl, Cl, O=C(Nc1cc(F)c(Oc2ccnc3[nH]ccc23)c(F)c1)C(F)(F)F, C1CCOC1. The product is O=C(Nc1cc(F)c(Oc2ccnc3[nH]cc(Cl)c23)c(F)c1)C(F)(F)F. RXN SMILES: [Cl:1][N:2]1[C:3](=[O:4])[CH2:5][CH2:6][C:7]1=[O:8].[ClH:9].[F:10][C:11]([C:12](=[O:13])[NH:14][c:15]1[cH:16][c:17]([F:32])[c:18]([O:22][c:23]2[c:24]3[c:25]([n:26][cH:27][cH:28]2)[nH:29][cH:30][cH:31]3)[c:19]([F:21])[cH:20]1)([F:33])[F:34].[O:35]1[CH2:36][CH2:37][CH2:38][CH2:39]1>>[Cl:1][c:31]1[c:24]2[c:23]([O:22][c:18]3[c:17]([F:32])[cH:16][c:15]([NH:14][C:12]([C:11]([F:10])([F:33])[F:34])=[O:13])[cH:20][c:19]3[F:21])[cH:28][cH:27][n:26][c:25]2[nH:29][cH:30]1. The reactants are N1N=C(C2=CC=CC=C12)C(=O)O (1-H-indazole-3-carboxylic acid), C1=CN(C=N1)C(=O)N2C=CN=C2 (CDI), NC1CCN(CC1)CC1=CC=CC=C1 (4-amino-1-benzylpiperidine). RXN SMILES: [NH:1]1[C:9]2[C:4](=[CH:5][CH:6]=[CH:7][CH:8]=2)[C:3]([C:10]([OH:12])=O)=[N:2]1.C1N=CN(C(N2C=NC=C2)=O)C=1.[NH2:25][CH:26]1[CH2:31][CH2:30][N:29]([CH2:32][C:33]2[CH:38]=[CH:37][CH:36]=[CH:35][CH:34]=2)[CH2:28][CH2:27]1>CN(C=O)C>[CH2:32]([N:29]1[CH2:30][CH2:31][CH:26]([NH:25][C:10]([C:3]2[C:4]3[C:9](=[CH:8][CH:7]=[CH:6][CH:5]=3)[NH:1][N:2]=2)=[O:12])[CH2:27][CH2:28]1)[C:33]1[CH:34]=[CH:35][CH:36]=[CH:37][CH:38]=1. Conditions: temperature 60 celsius. Yields the product C(C1=CC=CC=C1)N1CCC(CC1)NC(=O)C1=NNC2=CC=CC=C12 (N-(1-benzylpiperidin-4-yl)-indazole-3-carboxamide). The yield is 85.1%. Run in CN(C)C=O (DMF), CN(C)C=O (DMF). Procedure: A stirred solution of 1-H-indazole-3-carboxylic acid (8.11 g, 50.0 mmol) in dry DMF (140 ml) under argon atmosphere was added CDI (8.92 g, 55 mmol) and heated at 60° C. for 2 h. The mixture was cooled to room temperature, dropwise added 4-amino-1-benzylpiperidine (9.51 g, 50.0 mmol) previously dissolved in DMF (20 ml). The mixture was heated at 60° C. for 2 h, cooled to room temperature and the solvent evaporated in vacuo. The residue was added CH2Cl2 (250 ml) and the organic layer washed with H...